Dataset: the Open Reaction Database (ORD), a public repository of structured organic reaction records. Task: describe an organic reaction: reactants, conditions, products, and yield Starting materials: [H-].[Al+3].[Li+].[H-].[H-].[H-] (Lithium aluminum hydride), C(C)OC(=O)C1CCN(CC1)C(=O)C1(CC1)C(F)(F)F (1-(1-trifluoromethyl-cyclopropanecarbonyl)-piperidine-4-carboxylic acid ethyl ester), O (water). The solvent is C(C)(C)(C)OC (methyl tert-butyl ether), C(C)(C)(C)OC (methyl tert-butyl ether). Conditions: time 10 minute. Product: FC(C1(CC1)CN1CCC(CC1)CO)(F)F ([1-(1-Trifluoromethyl-cyclopropylmethyl)-piperidin-4-yl]-methanol). Yield: 96.1%. RXN SMILES: [H-].[Al+3].[Li+].[H-].[H-].[H-].C([O:9][C:10]([CH:12]1[CH2:17][CH2:16][N:15]([C:18]([C:20]2([C:23]([F:26])([F:25])[F:24])[CH2:22][CH2:21]2)=O)[CH2:14][CH2:13]1)=O)C.O>C(OC)(C)(C)C>[F:25][C:23]([F:24])([F:26])[C:20]1([CH2:18][N:15]2[CH2:14][CH2:13][CH:12]([CH2:10][OH:9])[CH2:17][CH2:16]2)[CH2:21][CH2:22]1 |f:0.1.2.3.4.5|. Procedure details: Lithium aluminum hydride (208 g, 5.0 eq) is suspended in 3.9 L of methyl tert-butyl ether and the suspension is stirred for 10 min. A solution of 1-(1-trifluoromethyl-cyclopropanecarbonyl)-piperidine-4-carboxylic acid ethyl ester (260 g, 0.93 mol) in 1.3 L of methyl tert-butyl ether is added dropwise at <30° C. The mixture is refluxed for 20 h and cooled to 0˜10° C. 500 mL of water are added at 0˜10° C. and the mixture is stirred for 30 min. The suspension is filtered and the cake is washed with...